Dataset: the Open Reaction Database (ORD), a public repository of structured organic reaction records. Task: describe an organic reaction: reactants, conditions, products, and yield Reactants: O (water), C(C1=CC=CC=C1)N1[C@@]2([C@@H](CC[C@H]1CC2)O)C2=CC=CC=C2 ((1R*,2R*,5R*)-8-Benzyl-1-phenyl-8-azabicyclo[3.2.1]octan-2-ol), COC1=C(CBr)C=C(C=C1)OC(F)(F)F (2-methoxy-5-trifluoromethoxybenzyl bromide), [H-].[Na+] (sodium hydride). The solvent is C1CCOC1 (THF). Run at time 10 minute. Yields the product C(C1=CC=CC=C1)N1[C@@]2([C@@H](CC[C@H]1CC2)OCC2=C(C=CC(=C2)OC(F)(F)F)OC)C2=CC=CC=C2 ((1R*,2R*,5R*)-8-Benzyl-2-[(2-methoxy-5-trifluoromethoxyphenyl)methoxy]-1-phenyl-8-azabicyclo[3.2.1]octane). RXN SMILES: [CH2:1]([N:8]1[C@@H:13]2[CH2:14][CH2:15][C@@:9]1([C:17]1[CH:22]=[CH:21][CH:20]=[CH:19][CH:18]=1)[C@H:10]([OH:16])[CH2:11][CH2:12]2)[C:2]1[CH:7]=[CH:6][CH:5]=[CH:4][CH:3]=1.[H-].[Na+].[CH3:25][O:26][C:27]1[CH:34]=[CH:33][C:32]([O:35][C:36]([F:39])([F:38])[F:37])=[CH:31][C:28]=1[CH2:29]Br.O>C1COCC1>[CH2:1]([N:8]1[C@@H:13]2[CH2:14][CH2:15][C@@:9]1([C:17]1[CH:22]=[CH:21][CH:20]=[CH:19][CH:18]=1)[C@H:10]([O:16][CH2:29][C:28]1[CH:31]=[C:32]([O:35][C:36]([F:37])([F:38])[F:39])[CH:33]=[CH:34][C:27]=1[O:26][CH3:25])[CH2:11][CH2:12]2)[C:2]1[CH:3]=[CH:4][CH:5]=[CH:6][CH:7]=1 |f:1.2|. Procedure details: (1R*,2R*,5R*)-8-Benzyl-1-phenyl-8-azabicyclo[3.2.1]octan-2-ol (Description 9; 348 mg, 1.19 mmol) was dissolved in THF then sodium hydride (71 mg, 60% in oil, 1.79 mmol) added and the reaction mixture stirred for 10 minutes. 2-methoxy-5-trifluoromethoxybenzyl bromide was added and the reaction mixture stirred at 50° C. for 2 hours. The reaction mixture was poured into water and extracted with ethyl acetate (×3), dried (MgSO4) and concentrated in vacuo to give a yellow oil. This was purified by fl... Reactants: [Al+3], Cl, [H-], [H-], [H-], [H-], [Li+], NC1CCCC(C(=O)N(Cc2ccccc2)Cc2ccccc2)C1, [Na+], C1CCOC1, [OH-], O. Product: NC1CCCC(CN(Cc2ccccc2)Cc2ccccc2)C1. Reaction SMILES: [Al+3:27].[ClH:1].[H-:26].[H-:29].[H-:30].[H-:31].[Li+:28].[NH2:2][CH:3]1[CH2:4][CH:5]([C:9](=[O:10])[N:11]([CH2:12][c:13]2[cH:14][cH:15][cH:16][cH:17][cH:18]2)[CH2:19][c:20]2[cH:21][cH:22][cH:23][cH:24][cH:25]2)[CH2:6][CH2:7][CH2:8]1.[Na+:34].[O:35]1[CH2:36][CH2:37][CH2:38][CH2:39]1.[OH-:33].[OH2:32]>>[NH2:2][CH:3]1[CH2:4][CH:5]([CH2:9][N:11]([CH2:12][c:13]2[cH:14][cH:15][cH:16][cH:17][cH:18]2)[CH2:19][c:20]2[cH:21][cH:22][cH:23][cH:24][cH:25]2)[CH2:6][CH2:7][CH2:8]1. Reactants: NC1=C(C=C(C=C1)OC)C(=O)C1=CC=C(C=C1)C(C)C ((2-amino-5-methoxy-phenyl)-(4-isopropyl-phenyl)-methanone), C(C)(C)N(C(C)C)CC (N,N-diisopropyl-ethylamine), ClC=1C=C(CBr)C=CC1 (3-chloro-benzyl bromide). The solvent is ClCCl (dichloromethane). Product: ClC=1C=C(CNC2=C(C=C(C=C2)OC)C(=O)C2=CC=C(C=C2)C(C)C)C=CC1 ([2-(3-chloro-benzylamino)-5-methoxy-phenyl]-(4-isopropyl-phenyl)-methanone). RXN SMILES: [NH2:1][C:2]1[CH:7]=[CH:6][C:5]([O:8][CH3:9])=[CH:4][C:3]=1[C:10]([C:12]1[CH:17]=[CH:16][C:15]([CH:18]([CH3:20])[CH3:19])=[CH:14][CH:13]=1)=[O:11].C(N(CC)C(C)C)(C)C.[Cl:30][C:31]1[CH:32]=[C:33]([CH:36]=[CH:37][CH:38]=1)[CH2:34]Br>ClCCl>[Cl:30][C:31]1[CH:32]=[C:33]([CH:36]=[CH:37][CH:38]=1)[CH2:34][NH:1][C:2]1[CH:7]=[CH:6][C:5]([O:8][CH3:9])=[CH:4][C:3]=1[C:10]([C:12]1[CH:17]=[CH:16][C:15]([CH:18]([CH3:20])[CH3:19])=[CH:14][CH:13]=1)=[O:11]. Procedure: To a solution of 100 mg (0.327 mmol) (2-amino-5-methoxy-phenyl)-(4-isopropyl-phenyl)-methanone in 1 ml dichloromethane is added 140 μl (0.818 mmol) N,N-diisopropyl-ethylamine and 48.7 μl (0.360 mmol)3-chloro-benzyl bromide. The reaction mixture is heated under reflux for 4 days and extracted with water/dichloromethane. The organic residue is chromatographed. For further purification the corresponding hydrochloride is precipitated form an etheric solution by addition of gaseous hydrochloric acid. The reactants are CC(C)CBr, COC(=O)c1cc(-c2ccc(OC)c(OC)c2)n[nH]c1=O. Product: COC(=O)c1cc(-c2ccc(OC)c(OC)c2)nn(CC(C)C)c1=O. Reaction SMILES: [Br:22][CH2:23][CH:24]([CH3:25])[CH3:26].[CH3:1][O:2][c:3]1[cH:4][c:5](-[c:11]2[cH:12][c:13]([C:18](=[O:19])[O:20][CH3:21])[c:14](=[O:17])[nH:15][n:16]2)[cH:6][cH:7][c:8]1[O:9][CH3:10]>>[CH3:1][O:2][c:3]1[cH:4][c:5](-[c:11]2[cH:12][c:13]([C:18](=[O:19])[O:20][CH3:21])[c:14](=[O:17])[n:15]([CH2:23][CH:24]([CH3:25])[CH3:26])[n:16]2)[cH:6][cH:7][c:8]1[O:9][CH3:10]. Starting materials: O=C([O-])O, CC(C)C(=O)CC#N, C[Si](C)(C)Cl, ClCCl, [Na+], OCCO. Product: CC(C)C1(CC#N)OCCO1. As a reaction SMILES: [C:18](=[O:19])([OH:20])[O-:21].[CH3:1][CH:2]([C:3]([CH2:4][C:5]#[N:6])=[O:7])[CH3:8].[Cl:13][Si:14]([CH3:15])([CH3:16])[CH3:17].[Cl:23][CH2:24][Cl:25].[Na+:22].[OH:9][CH2:10][CH2:11][OH:12]>>[CH3:1][CH:2]([C:3]1([CH2:4][C:5]#[N:6])[O:7][CH2:11][CH2:10][O:9]1)[CH3:8]. Reaction SMILES: [CH3:10][OH:11].[N:2](=[C:3]=[O:4])[CH2:5][CH2:6][CH2:7][CH2:8][CH3:9].[NH3:1]>>[NH2:1][C:3]([NH:2][CH2:5][CH2:6][CH2:7][CH2:8][CH3:9])=[O:4]. The product is CCCCCNC(N)=O. Reactants: CO, CCCCCN=C=O, N.